Dataset: the Open Reaction Database (ORD), a public repository of structured organic reaction records. Task: describe an organic reaction: reactants, conditions, products, and yield The reactants are COC(CCC1=C(C=C(C=C1)OC1=C(C=CC=C1)Br)C)=O (3-[4-(2-bromo-phenoxy)-2-methyl-phenyl]-propionic acid methyl ester), ClC1=CC(=C(C=C1)O)OC1=CC=CC=C1 (4-chloro-2-phenoxy-phenol). Product: ClC1=CC(=C(OC2=C(OC3=CC(=C(C=C3)CCC(=O)O)C)C=CC=C2)C=C1)OC1=CC=CC=C1 (3-{4-[2-(4-Chloro-2-phenoxy-phenoxy)-phenoxy]-2-methyl-phenyl}-propionic acid). RXN SMILES: C[O:2][C:3](=[O:21])[CH2:4][CH2:5][C:6]1[CH:11]=[CH:10][C:9]([O:12][C:13]2[CH:18]=[CH:17][CH:16]=[CH:15][C:14]=2Br)=[CH:8][C:7]=1[CH3:20].[Cl:22][C:23]1[CH:28]=[CH:27][C:26]([OH:29])=[C:25]([O:30][C:31]2[CH:36]=[CH:35][CH:34]=[CH:33][CH:32]=2)[CH:24]=1>>[Cl:22][C:23]1[CH:28]=[CH:27][C:26]([O:29][C:14]2[CH:15]=[CH:16][CH:17]=[CH:18][C:13]=2[O:12][C:9]2[CH:10]=[CH:11][C:6]([CH2:5][CH2:4][C:3]([OH:2])=[O:21])=[C:7]([CH3:20])[CH:8]=2)=[C:25]([O:30][C:31]2[CH:36]=[CH:35][CH:34]=[CH:33][CH:32]=2)[CH:24]=1. Procedure: The title compound is prepared by reacting the compound of 3-[4-(2-bromo-phenoxy)-2-methyl-phenyl]-propionic acid methyl ester with 4-chloro-2-phenoxy-phenol as in Example 18 to afford 0.039 g (8%). 1H NMR (400 MHz, CDCl3); MS (ES−) m/z mass calculated for C28H23O5Cl 474, found 473 and 475 (M−1, and M+1). Procedure details: To a solution of N-(3-tert-butylphenyl)-7-{[2-({[(3-chloropropyl)amino-]carbonyl}-amino)pyridin-4-yl]oxy}-1,2,3,4-tetrahydronaphthalene-2-carboxamide (0.71 g, 1.3 mmol) in tert-butyl alcohol (15 mL) was added potassium tert-butoxide (1M in THF, 4 mL). The reaction mixture was heated at 30° C. for 12 h and then acidified with 1N HCl and concentrated. The residue was redissolved in water and DCM and the aqueous solution was further extracted with DCM. The combined organic solutions were washed wit... Reaction conditions: temperature 30 celsius. Reaction SMILES: [C:1]([C:5]1[CH:6]=[C:7]([NH:11][C:12]([CH:14]2[CH2:23][CH2:22][C:21]3[C:16](=[CH:17][C:18]([O:24][C:25]4[CH:30]=[CH:29][N:28]=[C:27]([NH:31][C:32]([NH:34][CH2:35][CH2:36][CH2:37]Cl)=[O:33])[CH:26]=4)=[CH:19][CH:20]=3)[CH2:15]2)=[O:13])[CH:8]=[CH:9][CH:10]=1)([CH3:4])([CH3:3])[CH3:2].CC(C)([O-])C.[K+].Cl>C(O)(C)(C)C>[C:1]([C:5]1[CH:6]=[C:7]([NH:11][C:12]([CH:14]2[CH2:23][CH2:22][C:21]3[C:16](=[CH:17][C:18]([O:24][C:25]4[CH:30]=[CH:29][N:28]=[C:27]([N:31]5[CH2:37][CH2:36][CH2:35][NH:34][C:32]5=[O:33])[CH:26]=4)=[CH:19][CH:20]=3)[CH2:15]2)=[O:13])[CH:8]=[CH:9][CH:10]=1)([CH3:4])([CH3:3])[CH3:2] |f:1.2|. Run in C(C)(C)(C)O (tert-butyl alcohol). Product: C(C)(C)(C)C=1C=C(C=CC1)NC(=O)C1CC2=CC(=CC=C2CC1)OC1=CC(=NC=C1)N1C(NCCC1)=O (N-(3-tert-butylphenyl)-7-{[2-(2-oxotetrahydropyrimidin-1(2H)-yl)-pyridin-4-yl]oxy}-1,2,3,4-tetrahydronaphthalene-2-carboxamide). Reactants: C(C)(C)(C)C=1C=C(C=CC1)NC(=O)C1CC2=CC(=CC=C2CC1)OC1=CC(=NC=C1)NC(=O)NCCCCl (N-(3-tert-butylphenyl)-7-{[2-({[(3-chloropropyl)amino-]carbonyl}-amino)pyridin-4-yl]oxy}-1,2,3,4-tetrahydronaphthalene-2-carboxamide), CC(C)([O-])C.[K+] (potassium tert-butoxide), Cl (HCl). Reactants: 19-hydroxy-3β-(2'-tetrahydropyranyloxy)-5-androsten-17-one, C(C)(=O)[O-] (acetate), C(C)(=O)O.O([Si](C)(C)C(C)(C)C)C1CC2=CC[C@H]3[C@@H]4CCC([C@@]4(C)CC[C@@H]3[C@]2(CC1)CO)=O (3-t-butyldimethylsiloxy-19-hydroxy-5-androsten-17-one acetate), 19-hydroxy-3β-(4'-tetrahydropyranyloxy)-5-androsten-17-one acetate. The product is O([Si](C)(C)C(C)(C)C)C1CC2=CC[C@H]3[C@@H]4CC[C@@H]([C@@]4(C)CC[C@@H]3[C@]2(CC1)CO)O (3-t-butyldimethylsiloxy-5-androsten-17β,19-diol), 3β-(4'-tetrahydropyranyloxy)-5-androstene-17β,19-diol. As a reaction SMILES: C(O)(=O)C.[O:5]([CH:13]1[CH2:30][CH2:29][C@@:28]2([CH2:31][OH:32])[C:15](=[CH:16][CH2:17][C@@H:18]3[C@@H:27]2[CH2:26][CH2:25][C@@:23]2([CH3:24])[C@H:19]3[CH2:20][CH2:21][C:22]2=[O:33])[CH2:14]1)[Si:6]([C:9]([CH3:12])([CH3:11])[CH3:10])([CH3:8])[CH3:7].C([O-])(=O)C>>[O:5]([CH:13]1[CH2:30][CH2:29][C@@:28]2([CH2:31][OH:32])[C:15](=[CH:16][CH2:17][C@@H:18]3[C@@H:27]2[CH2:26][CH2:25][C@@:23]2([CH3:24])[C@H:19]3[CH2:20][CH2:21][C@@H:22]2[OH:33])[CH2:14]1)[Si:6]([C:9]([CH3:12])([CH3:10])[CH3:11])([CH3:8])[CH3:7] |f:0.1|. Procedure details: Substituting 3-t-butyldimethylsiloxy-19-hydroxy-5-androsten-17-one acetate and 19-hydroxy-3β-(4'-tetrahydropyranyloxy)-5-androsten-17-one acetate for the 19-hydroxy-3β-(2'-tetrahydropyranyloxy)-5-androsten-17-one, acetate above results in the preparation of 3-t-butyldimethylsiloxy-5-androsten-17β,19-diol and 3β-(4'-tetrahydropyranyloxy)-5-androstene-17β,19-diol, respectively. Starting materials: [Al+3], COc1ccccc1C(=O)Cl, CO, [Cl-], [Cl-], [Cl-], ClCCCl, COc1ccc2c(-c3ccccc3)csc2c1. The product is COc1ccc2c(-c3ccccc3)c(C(=O)c3ccccc3OC)sc2c1. As a reaction SMILES: [Al+3:30].[CH3:18][O:19][c:20]1[c:21]([C:22](=[O:23])[Cl:24])[cH:25][cH:26][cH:27][cH:28]1.[CH3:33][OH:34].[Cl-:29].[Cl-:31].[Cl-:32].[Cl:35][CH2:36][CH2:37][Cl:38].[c:1]1(-[c:7]2[cH:8][s:9][c:10]3[c:11]2[cH:12][cH:13][c:14]([O:16][CH3:17])[cH:15]3)[cH:2][cH:3][cH:4][cH:5][cH:6]1>>[c:1]1(-[c:7]2[c:8]([C:22]([c:21]3[c:20]([O:19][CH3:18])[cH:28][cH:27][cH:26][cH:25]3)=[O:23])[s:9][c:10]3[c:11]2[cH:12][cH:13][c:14]([O:16][CH3:17])[cH:15]3)[cH:2][cH:3][cH:4][cH:5][cH:6]1. Starting materials: Cl.NC(CNC(CN1N=C(N(C1=O)CCOC)C=1SC(=CC1)Cl)=O)C1=C(C=CC=C1)C(F)(F)F (N-{2-Amino-2-[2-(trifluoromethyl)phenyl]ethyl}-2-[3-(5-chloro-2-thienyl)-4-(2-methoxyethyl)-5-oxo-4,5-dihydro-1H-1,2,4-triazol-1-yl]acetamide hydrochloride), CS(=O)(=O)Cl (methanesulphonyl chloride). Yields the product ClC1=CC=C(S1)C1=NN(C(N1CCOC)=O)CC(=O)NCC(C1=C(C=CC=C1)C(F)(F)F)NS(=O)(=O)C (2-[3-(5-Chloro-2-thienyl)-4-(2-methoxyethyl)-5-oxo-4,5-dihydro-1H-1,2,4-triazol-1-yl]-N-{2-[(methylsulphonyl)amino]-2-[2-(trifluoromethyl)phenyl]ethyl}acetamide). As a reaction SMILES: Cl.[NH2:2][CH:3]([C:25]1[CH:30]=[CH:29][CH:28]=[CH:27][C:26]=1[C:31]([F:34])([F:33])[F:32])[CH2:4][NH:5][C:6](=[O:24])[CH2:7][N:8]1[C:12](=[O:13])[N:11]([CH2:14][CH2:15][O:16][CH3:17])[C:10]([C:18]2[S:19][C:20]([Cl:23])=[CH:21][CH:22]=2)=[N:9]1.[CH3:35][S:36](Cl)(=[O:38])=[O:37]>>[Cl:23][C:20]1[S:19][C:18]([C:10]2[N:11]([CH2:14][CH2:15][O:16][CH3:17])[C:12](=[O:13])[N:8]([CH2:7][C:6]([NH:5][CH2:4][CH:3]([NH:2][S:36]([CH3:35])(=[O:38])=[O:37])[C:25]3[CH:30]=[CH:29][CH:28]=[CH:27][C:26]=3[C:31]([F:32])([F:33])[F:34])=[O:24])[N:9]=2)=[CH:22][CH:21]=1 |f:0.1|. Procedure: Analogously to the procedure of Example 68, 29 mg (46 μmol) of the compound of Example 60A were reacted with methanesulphonyl chloride. This gave 25 mg (92% of theory) of the title compound. Starting materials: C1NC(CC=2C3=CC=CC=C3NC12)C(=O)O ((3RS)-1,2,3,4-tetrahydro-β-carboline-3-carboxylic acid), C1(CCCCC1)Br (cyclohexyl bromide), C(=S)=S (carbon disulfide), [OH-].[Na+] (NaOH), CS(=O)C (dimethylsulfoxide). Solvent: O (water). Product: C1(CCCCC1)SC(=S)N1CC=2NC3=CC=CC=C3C2CC1C(=O)O ((3RS)-2-[(Cyclohexylthio)thiocarbonyl]-1,2,3,4-tetrahydro-β-carboline-3-carboxylic acid). Isolated yield 61.0%. Reaction SMILES: [CH2:1]1[C:13]2[NH:12][C:11]3[C:6](=[CH:7][CH:8]=[CH:9][CH:10]=3)[C:5]=2[CH2:4][CH:3]([C:14]([OH:16])=[O:15])[NH:2]1.[OH-].[Na+].CS(C)=O.[CH:23]1(Br)[CH2:28][CH2:27][CH2:26][CH2:25][CH2:24]1.[C:30](=[S:32])=[S:31]>O>[CH:23]1([S:32][C:30]([N:2]2[CH:3]([C:14]([OH:16])=[O:15])[CH2:4][C:5]3[C:6]4[C:11](=[CH:10][CH:9]=[CH:8][CH:7]=4)[NH:12][C:13]=3[CH2:1]2)=[S:31])[CH2:28][CH2:27][CH2:26][CH2:25][CH2:24]1 |f:1.2|. Reported procedure: In the same manner as described in Example 6, (3RS)-1,2,3,4-tetrahydro-β-carboline-3-carboxylic acid (4.32 g), NaOH (1.8 g), dimethylsulfoxide (25 ml), water (2 ml), carbon disulfide (1.45 ml) and cyclohexyl bromide (3.9 g) are reacted and treated. The product is crystallized from chloroform-n-hexane to give the title compound (4.5 g, 61%), m.p. 150.5°-151° C. Product: COCCNc1nc(C(F)(F)F)ccc1C=CC(=O)NC(C)c1ccc(NS(C)(=O)=O)c(F)c1. RXN SMILES: [CH3:17][O:18][CH2:19][CH2:20][NH:21][c:22]1[n:23][c:24]([C:33]([F:34])([F:35])[F:36])[cH:25][cH:26][c:27]1[CH:28]=[CH:29][C:30](=[O:31])[OH:32].[ClH:16].[NH2:1][CH:2]([CH3:3])[c:4]1[cH:5][c:6]([F:15])[c:7]([NH:10][S:11](=[O:12])(=[O:13])[CH3:14])[cH:8][cH:9]1>>[NH:1]([CH:2]([CH3:3])[c:4]1[cH:5][c:6]([F:15])[c:7]([NH:10][S:11](=[O:12])(=[O:13])[CH3:14])[cH:8][cH:9]1)[C:30]([CH:29]=[CH:28][c:27]1[c:22]([NH:21][CH2:20][CH2:19][O:18][CH3:17])[n:23][c:24]([C:33]([F:34])([F:35])[F:36])[cH:25][cH:26]1)=[O:31]. The reactants are COCCNc1nc(C(F)(F)F)ccc1C=CC(=O)O, Cl, CC(N)c1ccc(NS(C)(=O)=O)c(F)c1. Reactants: O=C(O)c1ccc(Cl)nc1Cl, Nc1ccc(Cl)c(-c2ccccn2)c1. Yields the product O=C(Nc1ccc(Cl)c(-c2ccccn2)c1)c1ccc(Cl)nc1Cl. Reaction SMILES: [Cl:15][c:16]1[c:17]([C:18](=[O:19])[OH:20])[cH:21][cH:22][c:23]([Cl:25])[n:24]1.[Cl:1][c:2]1[c:3](-[c:9]2[n:10][cH:11][cH:12][cH:13][cH:14]2)[cH:4][c:5]([NH2:6])[cH:7][cH:8]1>>[Cl:1][c:2]1[c:3](-[c:9]2[n:10][cH:11][cH:12][cH:13][cH:14]2)[cH:4][c:5]([NH:6][C:18]([c:17]2[c:16]([Cl:15])[n:24][c:23]([Cl:25])[cH:22][cH:21]2)=[O:19])[cH:7][cH:8]1. The reactants are S1N=C(C2=C1C=CC=C2)N2CCN(CC2)CCC2=CC=C(C=C2)N (4-[2-(4-1,2-benzisothiazol-3-yl-piperazin-1-yl)-ethyl]-phenylamine), BrN1C(CCC1=O)=O (N-bromosuccinimide). Run in C(Cl)Cl (CH2Cl2). Run at time 30 minute. Yields the product S1N=C(C2=C1C=CC=C2)N2CCN(CC2)CCC2=CC(=C(C=C2)N)Br (4-[2-(4-1,2-BENZISOTHIAZOL-3-YL-PIPERAZIN-1-YL)-ETHYL]-2-BROMO-PHENYLAMINE). Isolated yield 24.0%. RXN SMILES: [S:1]1[C:5]2[CH:6]=[CH:7][CH:8]=[CH:9][C:4]=2[C:3]([N:10]2[CH2:15][CH2:14][N:13]([CH2:16][CH2:17][C:18]3[CH:23]=[CH:22][C:21]([NH2:24])=[CH:20][CH:19]=3)[CH2:12][CH2:11]2)=[N:2]1.[Br:25]N1C(=O)CCC1=O>C(Cl)Cl>[S:1]1[C:5]2[CH:6]=[CH:7][CH:8]=[CH:9][C:4]=2[C:3]([N:10]2[CH2:11][CH2:12][N:13]([CH2:16][CH2:17][C:18]3[CH:19]=[CH:20][C:21]([NH2:24])=[C:22]([Br:25])[CH:23]=3)[CH2:14][CH2:15]2)=[N:2]1. Procedure: To a 2 dram vial was added 0.20 g (0.6 mmol) 4-[2-(4-1,2-benzisothiazol-3-yl-piperazin-1-yl)-ethyl]-phenylamine, 6.0 mL CH2Cl2, and 104 mg (0.6 mmol) N-bromosuccinimide. The reaction was stirred for 30 min at rt and then quenched with 1 M Na2SO3. The organic layer was separated, dried, and concentrated in vacuo. The deep red product was purified by MPLC to give 0.059 g (24% yield) of a clear, tacky liquid. MS (APCI): 419 [M+H]+. The reactants are C1(=CC=CC=C1)O (phenol), ClCC#N (chloroacetonitrile), [Cl-].[Al+3].[Cl-].[Cl-] (aluminum chloride), O (water), molar solution, B(Cl)(Cl)Cl (boron trichloride), N (ammonia), O (water), Cl (hydrochloric acid). Run in C(Cl)Cl (methylene chloride), C(Cl)Cl (methylene chloride). Conditions: temperature 0 celsius, time 4 hour. Yields the product C(C)(=O)NC1CC2=CC(=C(C=C2CC1)C(CCl)=O)O (2-Acetamido-6-(2-chloro-1-oxoethyl)-7-hydroxy-1,2,3,4,-tetrahydronaphthalen). RXN SMILES: [C:1]1([OH:7])[CH:6]=[CH:5][CH:4]=[CH:3][CH:2]=1.B(Cl)(Cl)Cl.Cl[CH2:13][C:14]#[N:15].[Cl-:16].[Al+3].[Cl-].[Cl-].Cl.N.[OH2:22]>C(Cl)Cl>[C:14]([NH:15][CH:4]1[CH2:5][CH2:6][C:4]2[C:3](=[CH:2][C:1]([OH:7])=[C:6]([C:1](=[O:7])[CH2:2][Cl:16])[CH:5]=2)[CH2:3]1)(=[O:22])[CH3:13] |f:3.4.5.6|. Procedure: 5 g of the phenol obtained in the preceding stage, suspended in methylene chloride, are added to 58 ml of a molar solution of boron trichloride in methylene chloride. 4.4 g of chloroacetonitrile are then added followed, portionwise, by 3.69 g of aluminum chloride, the temperature being maintained in the region of 0° C. The mixture is left stirred for 4 hours at 0° C. and then left overnight at room temperature, and it is then hydrolyzed with 15 ml of water and 27 ml of 10% strength aqueous hydro...